From a dataset of the Open Reaction Database (ORD), a public repository of structured organic reaction records. describe an organic reaction: reactants, conditions, products, and yield Reactants: C(C1=CC=CC=C1)OCCC1C(C(C1)=O)(Cl)Cl (3-(benzyloxyethyl)-2,2-dichlorocyclobutanone), C(C)OCC (diethyl ether). Reagents/catalysts: [Zn] (Zinc). Run in C(C)(=O)O (acetic acid). Conditions: temperature 60 celsius. Yields the product C(C1=CC=CC=C1)OCCC1CC(C1)=O (3-(Benzyloxyethyl)cyclobutanone). RXN SMILES: [CH2:1]([O:8][CH2:9][CH2:10][CH:11]1[CH2:14][C:13](=[O:15])[C:12]1(Cl)Cl)[C:2]1[CH:7]=[CH:6][CH:5]=[CH:4][CH:3]=1.C(OCC)C>C(O)(=O)C.[Zn]>[CH2:1]([O:8][CH2:9][CH2:10][CH:11]1[CH2:12][C:13](=[O:15])[CH2:14]1)[C:2]1[CH:7]=[CH:6][CH:5]=[CH:4][CH:3]=1. Procedure: Zinc dust was added to a solution of 3-(benzyloxyethyl)-2,2-dichlorocyclobutanone in glacial acetic acid at room temperature. The reactants were heated at 60° C. for 1 hr, after which time dry diethyl ether was added to the cooled products, which were then filtered. The residue was washed with diethyl ether and the combined filtrate and washings were concentrated under reduced pressure. The residue was dissolved in CH2Cl2, which was washed with saturated NaHCO3 twice and water once. The organic ... Starting materials: oil, ClC1=CC=C(CN2CCC(CC2)C2CC(NO2)(O)C2=CC=C(C=C2)Cl)C=C1 (5-(1-(4-chlorobenzyl)-4-piperidinyl)-3-(4-chlorophenyl)-3-hydroxy-3,4-dihydroisoxazole), ClC1=CC=C(CN2CCC(CC2)C2(NOC(C2)C2=CC=C(C=C2)Cl)O)C=C1 (3-(1-(4-chlorobenzyl)-4-piperidinyl)-5-(4-chlorophenyl)-3-hydroxy-3,4-dihydroisoxazole), CS(=O)(=O)Cl (methanesulphonyl chloride), Cl.NO (hydroxylamine hydrochloride), C(C)N(C(C)C)C(C)C (ethyldiisopropylamine), Cl.NO (Hydroxylamine hydrochloride), ClC1=CC=C(CN2CCC(CC2)C(C=C(C2=CC=C(C=C2)Cl)O)=O)C=C1 (1-(4-Chlorobenzyl)-4-(3-hydroxy-1-oxo-3-(4-chlorophenyl)prop-2-en-1-yl)piperidine), C(C)N(C(C)C)C(C)C (ethyldiisopropylamine). The solvent is C(C)(=O)OCC (ethyl acetate), ClCCl (dichloromethane), C(C)N(CC)CC (triethylamine), O (Water), CO (methanol), CN(C)C=O (DMF). Conditions: temperature 50 celsius, time 4 hour. Product: ClC1=CC=C(CN2CCC(CC2)C2=CC(=NO2)C2=CC=C(C=C2)Cl)C=C1 (5-(1-(4-chlorobenzyl)-4-piperidinyl)-3-(4-chlorophenyl)isoxazole). Reaction SMILES: Cl.NO.ClC1C=CC(CN2CCC(C(=O)C=C(O)C3C=CC(Cl)=CC=3)CC2)=CC=1.C(N(C(C)C)C(C)C)C.[Cl:39][C:40]1[CH:65]=[CH:64][C:43]([CH2:44][N:45]2[CH2:50][CH2:49][CH:48]([CH:51]3[O:55][NH:54][C:53]([C:57]4[CH:62]=[CH:61][C:60]([Cl:63])=[CH:59][CH:58]=4)(O)[CH2:52]3)[CH2:47][CH2:46]2)=[CH:42][CH:41]=1.ClC1C=CC(CN2CCC(C3(O)CC(C4C=CC(Cl)=CC=4)ON3)CC2)=CC=1.CS(Cl)(=O)=O>CO.CN(C=O)C.ClCCl.C(OCC)(=O)C.C(N(CC)CC)C.O>[Cl:39][C:40]1[CH:41]=[CH:42][C:43]([CH2:44][N:45]2[CH2:46][CH2:47][CH:48]([C:51]3[O:55][N:54]=[C:53]([C:57]4[CH:58]=[CH:59][C:60]([Cl:63])=[CH:61][CH:62]=4)[CH:52]=3)[CH2:49][CH2:50]2)=[CH:64][CH:65]=1 |f:0.1|. Procedure details: Hydroxylamine hydrochloride (139 mg) was added to 1-(4-chlorobenzyl)-4-(3-hydroxy-1-oxo-3-(4-chlorophenyl)prop-2-en-1-yl)piperidine obtained from Example 1 (399 mg) and ethyldiisopropylamine (0.35 ml) in methanol (5 ml) and DMF (2 ml). After stirring for 16 h hydroxylamine hydrochloride (139 mg) and ethyldiisopropylamine (0.35 ml) were added and the mixture stirred at 50° C. for 4 h. Water (50 ml) was added, the mixture extracted with ethyl acetate (3×25 ml) and the combined organic layers washe...